From a dataset of the Open Reaction Database (ORD), a public repository of structured organic reaction records. describe an organic reaction: reactants, conditions, products, and yield Reactants: N1CCOCC1 (morpholine), NC1=C(C2=CC(=CC(=C2C=C1)O)S(=O)(=O)O)S(=O)(=O)O (2-amino-5-hydroxy-naphthalene-1,7-disulphonic acid), FC1=C(C(=NN=N1)F)F (trifluorotriazine). Product: diazo, NC1=C(C=C(C(=C1)S(=O)(=O)O)OC)S(=O)(=O)O (1-amino-4-methoxy-benzene-2,5-disulphonic acid). RXN SMILES: [NH2:1][C:2]1[CH:11]=CC2[C:4](=CC(S(O)(=O)=O)=CC=2O)[C:3]=1[S:17]([OH:20])(=[O:19])=[O:18].FC1N=NN=C(F)C=1F.N1[CH2:35][CH2:34][O:33][CH2:32]C1>>[NH2:1][C:2]1[CH:11]=[C:35]([S:17]([OH:20])(=[O:19])=[O:18])[C:34]([O:33][CH3:32])=[CH:4][C:3]=1[S:17]([OH:20])(=[O:19])=[O:18]. Reported procedure: 31.9 g of 2-amino-5-hydroxy-naphthalene-1,7-disulphonic acid are subjected to a condensation reaction with trifluorotriazine and then with morpholine as described in Example 1. A diazo compound obtained by the customary route by direct diazotisation of 28.3 g of 1-amino-4-methoxy-benzene-2,5-disulphonic acid is added to the resulting suspension of the monofluorotriazinyl compound at 5°-10°, the pH simultaneously being kept at 7.0-7.5 by sprinkling in sodium bicarbonate. When the coupling has end... The reactants are BrC=1C=C(C(=O)NC(C)C2=CN=C(N=N2)NC2=CC(=C(C(=C2)OC)OC)OC)C=CC1 (3-bromo-N-(1-{3-[(3,4,5-trimethoxyphenyl)amino]-1,2,4-triazin-6-yl}ethyl)benzamide), BrC=1C=C(C(=O)NC(C)C2=CN=C(N=N2)NC2=CC(=C(C(=C2)OC)OC)OC)C=CC1 (3-bromo-N-(1-{3-[(3,4,5-trimethoxyphenyl)amino]-1,2,4-triazin-6-yl}ethyl)benzamide), N1N=CN=C1 (1,2,4-triazole), P(=O)(Cl)(Cl)Cl (phosphorus oxychloride). The solvent is N1=CC=CC=C1 (pyridine). Run at time 24 hour. The product is BrC=1C=C(C=CC1)C1=NC(=C2C=NC(=NN21)NC2=CC(=C(C(=C2)OC)OC)OC)C (7-(3-bromophenyl)-5-methyl-N-(3,4,5-trimethoxyphenyl)-imidazo[5,1-f][1,2,4]triazin-2-amine). Reported procedure: To a solution of 3-bromo-N-(1-{3-[(3,4,5-trimethoxyphenyl)amino]-1,2,4-triazin-6-yl}ethyl)benzamide (Intermediate 18) (490 mg, 1.0 mmol) and 1,2,4-triazole (210 mg, 3.0 mmol) in pyridine (10 mL) was added phosphorus oxychloride (0.14 mL, 1.5 mmol). The mixture was stirred at room temperature for 24 hours. The excess phosphorus oxychloride was quenched with methanol and ammonium hydroxide. The product was extracted into ethyl acetate (100 mL) and washed with 0.1N hydrochloric acid (3×50 mL). The ... As a reaction SMILES: [Br:1][C:2]1[CH:3]=[C:4]([CH:29]=[CH:30][CH:31]=1)[C:5]([NH:7][CH:8]([C:10]1[N:15]=[N:14][C:13]([NH:16][C:17]2[CH:22]=[C:21]([O:23][CH3:24])[C:20]([O:25][CH3:26])=[C:19]([O:27][CH3:28])[CH:18]=2)=[N:12][CH:11]=1)[CH3:9])=O.N1C=NC=N1.P(Cl)(Cl)(Cl)=O>N1C=CC=CC=1>[Br:1][C:2]1[CH:3]=[C:4]([C:5]2[N:15]3[C:10]([CH:11]=[N:12][C:13]([NH:16][C:17]4[CH:22]=[C:21]([O:23][CH3:24])[C:20]([O:25][CH3:26])=[C:19]([O:27][CH3:28])[CH:18]=4)=[N:14]3)=[C:8]([CH3:9])[N:7]=2)[CH:29]=[CH:30][CH:31]=1. Isolated yield 48.9%. Starting materials: C(C(=O)C)(=O)OCC (ethyl pyruvate), Cl.NO (hydroxylamine hydrochloride), C(C)(=O)[O-].[Na+] (sodium acetate). Solvent: C(C)O (ethanol). The product is O\N=C(\C(=O)OCC)/C (ethyl E-2-hydroxyiminopropionate). The yield is 59.0%. Reaction SMILES: [C:1]([O:6][CH2:7][CH3:8])(=[O:5])[C:2]([CH3:4])=O.Cl.[NH2:10][OH:11].C([O-])(=O)C.[Na+]>C(O)C>[OH:11]/[N:10]=[C:2](\[CH3:4])/[C:1]([O:6][CH2:7][CH3:8])=[O:5] |f:1.2,3.4|. Reported procedure: A mixture of ethyl pyruvate (9.50 g), hydroxylamine hydrochloride (6.82 g), sodium acetate (10.1 g) and ethanol (150 ml) was heated under reflux for 17 hours. The reaction mixture was concentrated, and the residue was diluted with water and extracted with ethyl acetate. The ethyl acetate layer was washed with water, dried (MgSO4), and then concentrated. The residual crystals were recrystallized from ethyl acetate-hexane to obtain ethyl E-2-hydroxyiminopropionate (6.33 g, yield 59%) as colorless ... The reagents and catalysts are C1=CC=C(C=C1)P([C-]2C=CC=C2)C3=CC=CC=C3.C1=CC=C(C=C1)P([C-]2C=CC=C2)C3=CC=CC=C3.Cl[Pd]Cl.[Fe+2] (Pd(dppf)Cl2). Run at time 1 hour. Reactants: N1=CC(=CC=C1)B(O)O (Pyridin-3-ylboronic acid), C([O-])([O-])=O.[Na+].[Na+] (sodium carbonate), O (water), BrC1=C(C(=CC(=C1)C)C)O (2-bromo-4,6-dimethylphenol). RXN SMILES: Br[C:2]1[CH:7]=[C:6]([CH3:8])[CH:5]=[C:4]([CH3:9])[C:3]=1[OH:10].[N:11]1[CH:16]=[CH:15][CH:14]=[C:13](B(O)O)[CH:12]=1.C(=O)([O-])[O-].[Na+].[Na+].O>C(COC)OC.O.C1C=CC(P(C2C=CC=CC=2)[C-]2C=CC=C2)=CC=1.C1C=CC(P(C2C=CC=CC=2)[C-]2C=CC=C2)=CC=1.Cl[Pd]Cl.[Fe+2]>[CH3:9][C:4]1[CH:5]=[C:6]([CH3:8])[CH:7]=[C:2]([C:13]2[CH:12]=[N:11][CH:16]=[CH:15][CH:14]=2)[C:3]=1[OH:10] |f:2.3.4,6.7,8.9.10.11|. Product: CC1=C(C(=CC(=C1)C)C=1C=NC=CC1)O (2,4-dimethyl-6-(pyridin-3-yl)phenol). Yield: 70.3%. Solvent: C(OC)COC.O (dimethoxyethane water). Procedure: 2-bromo-4,6-dimethylphenol (1 g, 5 mmol) was dissolved in dimethoxyethane/water (2:1). Pyridin-3-ylboronic acid (0.62 g, 5 mmol) and Pd(dppf)Cl2 (0.20 g, 0.25 mmol), sodium carbonate (2.1 g, 25 mmol) were added thereto, followed by stirring for 1 hour under reflux. After the completion of the reaction, the reaction mixture was added with water, and extracted with ethyl acetate. The obtained organic layer was dried over magnesium sulfate, concentrated under reduced pressure, and purified by colum... Starting materials: NC1=C(C=C(C=C1)C(=O)C1=C(C(=C2C=CC=CN12)OC)C)OC ((4-amino-3-methoxyphenyl)(1-methoxy-2-methylindolizin-3-yl)methanone), ClC(=O)OCC (ethyl chloroformate). The product is COC1=C(C=CC(=C1)C(=O)C1=C(C(=C2C=CC=CN12)OC)C)NC(OCC)=O (Ethyl 2-methoxy-4-[(1-methoxy-2-methylindolizin-3-yl)carbonyl]phenylcarbamate). As a reaction SMILES: [NH2:1][C:2]1[CH:7]=[CH:6][C:5]([C:8]([C:10]2[N:18]3[C:13]([CH:14]=[CH:15][CH:16]=[CH:17]3)=[C:12]([O:19][CH3:20])[C:11]=2[CH3:21])=[O:9])=[CH:4][C:3]=1[O:22][CH3:23].Cl[C:25]([O:27][CH2:28][CH3:29])=[O:26]>>[CH3:23][O:22][C:3]1[CH:4]=[C:5]([C:8]([C:10]2[N:18]3[C:13]([CH:14]=[CH:15][CH:16]=[CH:17]3)=[C:12]([O:19][CH3:20])[C:11]=2[CH3:21])=[O:9])[CH:6]=[CH:7][C:2]=1[NH:1][C:25](=[O:26])[O:27][CH2:28][CH3:29]. Procedure details: This compound was obtained according to the same procedure as that described in Example 199 by acylation of (4-amino-3-methoxyphenyl)(1-methoxy-2-methylindolizin-3-yl)methanone with ethyl chloroformate. The product is purified by flash chromatography on silica, eluting with dichloromethane. A yellow powder is obtained. The reactants are solution, [H-].C(C(C)C)[Al+]CC(C)C (diisobutyl aluminum hydride), COC(C1=CC(=C(C(=C1)C(C)C)OS(NC(CC1=C(C=C(C=C1C(C)C)C(C)C)C(C)C)=O)(=O)=O)C(C)C)=O (3,5-Diisopropyl-4-{[(2,4,6-triisopropyl-phenyl)-acetyl]sulfamoyloxy}-benzoic acid methyl ester). Run in ClCCl (dichloromethane), ClCCl (dichloromethane). Run at time 3 hour. Product: OCC1=CC(=C(C(=C1)C(C)C)OS(NC(CC1=C(C=C(C=C1C(C)C)C(C)C)C(C)C)=O)(=O)=O)C(C)C ([(2,4,6-Triisopropyl-phenyl)-acetyl]-sulfamic acid 4-hydroxymethyl-2,6-diisopropyl-phenyl ester). Yield: 30.3%. RXN SMILES: [H-].C([Al+]CC(C)C)C(C)C.C[O:12][C:13](=O)[C:14]1[CH:19]=[C:18]([CH:20]([CH3:22])[CH3:21])[C:17]([O:23][S:24](=[O:45])(=[O:44])[NH:25][C:26](=[O:43])[CH2:27][C:28]2[C:33]([CH:34]([CH3:36])[CH3:35])=[CH:32][C:31]([CH:37]([CH3:39])[CH3:38])=[CH:30][C:29]=2[CH:40]([CH3:42])[CH3:41])=[C:16]([CH:46]([CH3:48])[CH3:47])[CH:15]=1>ClCCl>[OH:12][CH2:13][C:14]1[CH:15]=[C:16]([CH:46]([CH3:47])[CH3:48])[C:17]([O:23][S:24](=[O:44])(=[O:45])[NH:25][C:26](=[O:43])[CH2:27][C:28]2[C:29]([CH:40]([CH3:41])[CH3:42])=[CH:30][C:31]([CH:37]([CH3:38])[CH3:39])=[CH:32][C:33]=2[CH:34]([CH3:36])[CH3:35])=[C:18]([CH:20]([CH3:22])[CH3:21])[CH:19]=1 |f:0.1|. Procedure: 3.9 mL of a 1 M solution of diisobutyl aluminum hydride in dichloromethane was added to a solution of 3,5-Diisopropyl-4-{[(2,4,6-triisopropyl-phenyl)-acetyl]sulfamoyloxy}-benzoic acid methyl ester (1.0 g, 1.8 mmol) in 125 mL dichloromethane at -78° C. After 3 hours, the reaction was warmed to room temperature and then quenched with a saturated aqueous sodium sulfate solution. The reaction mixture was filtered through a pad of celite, and the filtrate was concentrated to give a white foam. Tritur... Reactants: O=C1CCC(=O)N1Br, CN(C)C=O, Cc1cccc(C2CC2)c1Oc1nnc(Cl)cc1O, Cl, O. Yields the product Cc1cccc(C2CC2)c1Oc1nnc(Cl)c(Br)c1O. Reaction SMILES: [Br:1][N:2]1[C:3](=[O:4])[CH2:5][CH2:6][C:7]1=[O:8].[CH3:9][N:10]([CH3:11])[CH:12]=[O:13].[Cl:14][c:15]1[cH:16][c:17]([OH:32])[c:18]([O:21][c:22]2[c:23]([CH:29]3[CH2:30][CH2:31]3)[cH:24][cH:25][cH:26][c:27]2[CH3:28])[n:19][n:20]1.[ClH:33].[OH2:34]>>[Br:1][c:16]1[c:15]([Cl:14])[n:20][n:19][c:18]([O:21][c:22]2[c:23]([CH:29]3[CH2:30][CH2:31]3)[cH:24][cH:25][cH:26][c:27]2[CH3:28])[c:17]1[OH:32].